This data is from the Open Reaction Database (ORD), a public repository of structured organic reaction records. The task is: describe an organic reaction: reactants, conditions, products, and yield The product is NC1=NC2=CC=C(C=C2C(=N1)N1CCN(CC1)C(C)=O)C1=CC=C(C=C1)NC(C)=O (2-amino-6-(4-acetamidophenyl)-4-(N-acetylpiperazino)quinazoline). RXN SMILES: [NH2:1][C:2]1[N:11]=[C:10]([N:12]2[CH2:17][CH2:16][N:15]([C:18](=[O:20])[CH3:19])[CH2:14][CH2:13]2)[C:9]2[C:4](=[CH:5][CH:6]=[C:7](Br)[CH:8]=2)[N:3]=1.[C:22]([NH:25][C:26]1[CH:31]=[CH:30][C:29](B(O)O)=[CH:28][CH:27]=1)(=[O:24])[CH3:23]>>[NH2:1][C:2]1[N:11]=[C:10]([N:12]2[CH2:17][CH2:16][N:15]([C:18](=[O:20])[CH3:19])[CH2:14][CH2:13]2)[C:9]2[C:4](=[CH:5][CH:6]=[C:7]([C:29]3[CH:30]=[CH:31][C:26]([NH:25][C:22](=[O:24])[CH3:23])=[CH:27][CH:28]=3)[CH:8]=2)[N:3]=1. Procedure details: This compound was synthesized from the product of example 18 and 4-acetamidophenyl-boronic acid in 91% yield, using the procedure described for example 7, and was characterized by its mass spectrum as follows: MS (m/z): 405 ([M+H]+, 100). The reactants are NC1=NC2=CC=C(C=C2C(=N1)N1CCN(CC1)C(C)=O)Br (2-amino-6-bromo-4-(N-acetyl-piperazino)-quinazoline), C(C)(=O)NC1=CC=C(C=C1)B(O)O (4-acetamidophenyl-boronic acid). The yield is 91.0%. Starting materials: ClC1=NC(=NC(=C1)OC)N1CCC(CC1)NC(OC(C)(C)C)=O (tert-butyl (1-(4-chloro-6-methoxypyrimidin-2-yl)piperidin-4-yl)carbamate), ClC1=NC(=CC(=N1)Cl)OC (2,4-dichloro-6-methoxypyrimidine), N[C@H]1CN(CCC1)C(=O)OC(C)(C)C ((R)-tert-butyl 3-aminopiperidine-1-carboxylate). Product: ClC1=NC(=NC(=C1)OC)N[C@H]1CN(CCC1)C(=O)OC(C)(C)C ((R)-tert-butyl 3-((4-chloro-6-methoxypyrimidin-2-yl)amino)piperidine-1-carboxylate). RXN SMILES: [Cl:1][C:2]1[CH:7]=[C:6]([O:8][CH3:9])[N:5]=[C:4]([N:10]2[CH2:15][CH2:14][CH:13](NC(=O)OC(C)(C)C)[CH2:12]C2)[N:3]=1.ClC1N=C(Cl)C=C(OC)N=1.N[C@@H]1CCC[N:37]([C:41]([O:43][C:44]([CH3:47])([CH3:46])[CH3:45])=[O:42])[CH2:36]1>>[Cl:1][C:2]1[CH:7]=[C:6]([O:8][CH3:9])[N:5]=[C:4]([NH:10][C@@H:15]2[CH2:14][CH2:13][CH2:12][N:37]([C:41]([O:43][C:44]([CH3:47])([CH3:46])[CH3:45])=[O:42])[CH2:36]2)[N:3]=1. Procedure: The title compound was prepared according to the procedure for compound 276a, using 2,4-dichloro-6-methoxypyrimidine and (R)-tert-butyl 3-aminopiperidine-1-carboxylate. The reactants are [H-].[Na+] (sodium hydride), COC1=C(C=CC=C1)CC#N (2-(2-methoxyphenyl)acetonitrile), Cl (HCl), C(OC1=CC=CC=C1)(OC1=CC=CC=C1)=O (Diphenyl carbonate). Solvent: O1CCCC1 (tetrahydrofuran). Reaction conditions: time 30 minute. The product is C(#N)C(C(=O)OC1=CC=CC=C1)C1=C(C=CC=C1)OC (phenyl α-cyano-2-methoxybenzeneacetate). Yield: 78.8%. As a reaction SMILES: [H-].[Na+].[CH3:3][O:4][C:5]1[CH:10]=[CH:9][CH:8]=[CH:7][C:6]=1[CH2:11][C:12]#[N:13].[C:14](=O)([O:22]C1C=CC=CC=1)[O:15][C:16]1[CH:21]=[CH:20][CH:19]=[CH:18][CH:17]=1.Cl>O1CCCC1>[C:12]([CH:11]([C:6]1[CH:7]=[CH:8][CH:9]=[CH:10][C:5]=1[O:4][CH3:3])[C:14]([O:15][C:16]1[CH:21]=[CH:20][CH:19]=[CH:18][CH:17]=1)=[O:22])#[N:13] |f:0.1|. Procedure: To a slurry of sodium hydride (3.39 g of 60% in mineral oil, 84.9 mmol) in tetrahydrofuran (200 mL) at room temperature was added 2-(2-methoxyphenyl)acetonitrile (10.0 g, 67.9 mmol) dropwise. The reaction mixture was then heated to reflux and the gray suspension turned dark red over 30 min. Diphenyl carbonate (18.2 g, 84.9 mmol) was added portionwise, and the reaction suspension was heated at reflux for an additional 18 h. The reaction mixture was cooled, poured into 1 N HCl (200 mL) and extract... The reactants are C(C)OC=1C2=C(N=CN1)NC=C2I (4-ethoxy-5-iodo-7H-pyrrolo[2,3-d]pyrimidine), [H-].[Na+] (sodium hydride), O (water), C(C)(C)[Si](C(C)C)(C(C)C)Cl (triisopropylsilyl chloride). Run in O1CCCC1 (tetrahydrofuran). Run at time 20 minute. The product is C(C)OC=1C2=C(N=CN1)N(C=C2I)[Si](C(C)C)(C(C)C)C(C)C (4-ethoxy-5-iodo-7-triisopropylsilanyl-7H-pyrrolo[2,3-d]pyrimidine). Isolated yield 93.7%. RXN SMILES: [CH2:1]([O:3][C:4]1[C:5]2[C:12]([I:13])=[CH:11][NH:10][C:6]=2[N:7]=[CH:8][N:9]=1)[CH3:2].[H-].[Na+].[CH:16]([Si:19](Cl)([CH:23]([CH3:25])[CH3:24])[CH:20]([CH3:22])[CH3:21])([CH3:18])[CH3:17].O>O1CCCC1>[CH2:1]([O:3][C:4]1[C:5]2[C:12]([I:13])=[CH:11][N:10]([Si:19]([CH:23]([CH3:25])[CH3:24])([CH:20]([CH3:22])[CH3:21])[CH:16]([CH3:18])[CH3:17])[C:6]=2[N:7]=[CH:8][N:9]=1)[CH3:2] |f:1.2|. Reported procedure: To 4-ethoxy-5-iodo-7H-pyrrolo[2,3-d]pyrimidine (12, 2.70 g, 9.34 mmol) in 60.0 mL of tetrahydrofuran under an atmosphere of nitrogen, sodium hydride (411.0 mg, 10.27 mmol) is added. The reaction is stirred at room temperature for 20 minutes, then triisopropylsilyl chloride (3, 2.177 mL, 10.27 mmol) is added. The reaction is stirred at room temperature for 2 hours, then poured into water and extracted with ethyl acetate. The organic layer is dried over sodium sulfate, filtered and the filtrate co... RXN SMILES: [CH3:1][O:2][C:3](=[O:18])[C:4]1[CH:9]=[C:8]([C:10]2[CH:15]=[CH:14][C:13]([F:16])=[CH:12][CH:11]=2)[CH:7]=[CH:6][C:5]=1[OH:17].C(=O)([O-])[O-].[K+].[K+].[CH2:25](Br)[CH:26]=[CH2:27]>CC(C)=O>[CH3:1][O:2][C:3](=[O:18])[C:4]1[CH:9]=[C:8]([C:10]2[CH:15]=[CH:14][C:13]([F:16])=[CH:12][CH:11]=2)[CH:7]=[CH:6][C:5]=1[O:17][CH2:27][CH:26]=[CH2:25] |f:1.2.3|. Yields the product COC(C1=C(C=CC(=C1)C1=CC=C(C=C1)F)OCC=C)=O (Methyl-2-allyloxy-5-(4'-fluorophenyl)-benzoate). Reactants: COC(C1=C(C=CC(=C1)C1=CC=C(C=C1)F)O)=O (methyl-5-(4'-fluorophenyl)-2-hydroxy-benzoate), C([O-])([O-])=O.[K+].[K+] (potassium carbonate), C(C=C)Br (allyl bromide). Run in CC(=O)C (acetone). Reported procedure: A mixture of 6.6 g. of methyl-5-(4'-fluorophenyl)-2-hydroxy-benzoate, 5.5 g. of potassium carbonate, 25 ml. of acetone, and 4.5 g. of allyl bromide is heated at reflux for 2 hours, and then stirred at 25° C. overnight. The reaction mixture is partitioned between 100 ml. of water and 100 ml. of ether, the ether solution is dried over magnesium sulfate and concentrated to a thick oil, 6.0 g. This material shows a strong absorption band in the infra-red at 5.75 μ (non-bonded ester) and is homogeneo... Conditions: temperature 25 celsius, time 8 hour. Product: C(C)(C)NC(C=C(C=CC=C(C=CC1=C(C(=C(C=C1C)OC)C)C)C)C)=O (9-(4-methoxy-2,3,6-trimethyl-phenyl)-3,7-dimethyl-nona-2,4,6,8-tetraen-1-oic acid isopropyl amide). Reaction SMILES: [CH3:1][O:2][C:3]1[CH:8]=[C:7]([CH3:9])[C:6]([CH:10]=[CH:11][C:12]([CH3:22])=[CH:13][CH:14]=[CH:15][C:16]([CH3:21])=[CH:17][C:18](Cl)=[O:19])=[C:5]([CH3:23])[C:4]=1[CH3:24].[CH:25]([NH2:28])([CH3:27])[CH3:26]>>[CH:25]([NH:28][C:18](=[O:19])[CH:17]=[C:16]([CH3:21])[CH:15]=[CH:14][CH:13]=[C:12]([CH3:22])[CH:11]=[CH:10][C:6]1[C:7]([CH3:9])=[CH:8][C:3]([O:2][CH3:1])=[C:4]([CH3:24])[C:5]=1[CH3:23])([CH3:27])[CH3:26]. Reactants: COC1=C(C(=C(C(=C1)C)C=CC(=CC=CC(=CC(=O)Cl)C)C)C)C (9-(4-methoxy-2,3,6-trimethyl-phenyl)-3,7-dimethyl-nona-2,4,6,8-tetraen-1-oic acid chloride), C(C)(C)N (isopropyl amine). Reported procedure: 9-(4-methoxy-2,3,6-trimethyl-phenyl)-3,7-dimethyl-nona-2,4,6,8-tetraen-1-oic acid chloride is reacted with isopropyl amine to produce 9-(4-methoxy-2,3,6-trimethyl-phenyl)-3,7-dimethyl-nona-2,4,6,8-tetraen-1-oic acid isopropyl amide, m.p. 200° C.; The reactants are COc1ccc(Br)c(OC)c1C(=O)NCC1CCCN1Cc1ccccc1, CCO, Cl. The product is COc1ccc(Br)c(O)c1C(=O)NCC1CCCN1Cc1ccccc1, Cl. As a reaction SMILES: [CH2:1]([c:2]1[cH:3][cH:4][cH:5][cH:6][cH:7]1)[N:8]1[CH:9]([CH2:13][NH:14][C:15]([c:16]2[c:17]([O:25][CH3:26])[c:18]([Br:24])[cH:19][cH:20][c:21]2[O:22][CH3:23])=[O:27])[CH2:10][CH2:11][CH2:12]1.[CH3:29][CH2:30][OH:31].[ClH:28]>>[CH2:1]([c:2]1[cH:3][cH:4][cH:5][cH:6][cH:7]1)[N:8]1[CH:9]([CH2:13][NH:14][C:15]([c:16]2[c:17]([OH:25])[c:18]([Br:24])[cH:19][cH:20][c:21]2[O:22][CH3:23])=[O:27])[CH2:10][CH2:11][CH2:12]1.[ClH:28]. Starting materials: CN1CCC(CC1)(O)C1=C(C=CC=C1)CC1=CC=CC=C1 (1-methyl-4-(α-phenyl-2-tolyl)-4-piperidinol), C(CC)(=O)Cl (propionyl chloride). The solvent is CCOCC (ether). Reaction conditions: time 137 hour. The product is Cl.CN1CCC(CC1)(OC(CC)=O)C1=C(C=CC=C1)CC1=CC=CC=C1 (1-methyl-4-(α-phenyl-2-tolyl)-4-propionyloxypiperidine hydrochloride). Reaction SMILES: [CH3:1][N:2]1[CH2:7][CH2:6][C:5]([C:9]2[CH:14]=[CH:13][CH:12]=[CH:11][C:10]=2[CH2:15][C:16]2[CH:21]=[CH:20][CH:19]=[CH:18][CH:17]=2)([OH:8])[CH2:4][CH2:3]1.[C:22]([Cl:26])(=[O:25])[CH2:23][CH3:24]>CCOCC>[ClH:26].[CH3:1][N:2]1[CH2:3][CH2:4][C:5]([C:9]2[CH:14]=[CH:13][CH:12]=[CH:11][C:10]=2[CH2:15][C:16]2[CH:21]=[CH:20][CH:19]=[CH:18][CH:17]=2)([O:8][C:22](=[O:25])[CH2:23][CH3:24])[CH2:6][CH2:7]1 |f:3.4|. Procedure: 1.41 g of 1-methyl-4-(α-phenyl-2-tolyl)-4-piperidinol, Example 1, is treated with 5.0 ml of propionyl chloride with stirring and cooling. The reaction mixture, at ambient temperature, is stirred for 30 minutes and then permitted to stand for 137 hours under nitrogen. The mixture is diluted with 5.0 ml of ether, stirred for 5 minutes and the resulting precipitate collected by suction filtration. The filter cake is washed thoroughly with ether and recrystallized twice from isopropyl alcohol to giv... Reactants: BrC=1C=C2C(=NC1)N(C=C2C=2C=NN(C2)CC2=CC(=CC(=C2)F)F)S(=O)(=O)C2=CC=C(C)C=C2 (5-bromo-3-(1-(3,5-difluorobenzyl)-1H-pyrazol-4-yl)-1-tosyl-1H-pyrrolo[2,3-b]pyridine), P(=O)([O-])([O-])[O-].[K+].[K+].[K+] (potassium phosphate), FC1=C(C=CC(=C1)B1OC(C(O1)(C)C)(C)C)C1=CCN(CC1)C(=O)OC(C)(C)C (tert-butyl 4-(2-fluoro-4-(4,4,5,5-tetramethyl-1,3,2-dioxaborolan-2-yl)phenyl)-5,6-dihydropyridine-1(2H)-carboxylate), FC=1C=C(CN2N=CC(=C2)C2=CNC3=NC=C(C=C32)C=3C=CC(=C(C3)NS(=O)(=O)C)OC)C=C(C1)F (N-(5-(3-(1-(3,5-difluorobenzyl)-1H-pyrazol-4-yl)-1H-pyrrolo[2,3-b]pyridin-5-yl)-2-methoxyphenyl)methanesulfonamide), FC1=C(C=CC(=C1)B1OC(C(O1)(C)C)(C)C)C1=CCN(CC1)C(=O)OC(C)(C)C (tert-butyl 4-(2-fluoro-4-(4,4,5,5-tetramethyl-1,3,2-dioxaborolan-2-yl)phenyl)-5,6-dihydropyridine-1(2H)-carboxylate), C1(CCCCC1)P(C1CCCCC1)C1CCCCC1 (tricyclohexyl phosphine). Reagents/catalysts: C=1C=CC(=CC1)/C=C/C(=O)/C=C/C2=CC=CC=C2.C=1C=CC(=CC1)/C=C/C(=O)/C=C/C2=CC=CC=C2.C=1C=CC(=CC1)/C=C/C(=O)/C=C/C2=CC=CC=C2.[Pd].[Pd] (Pd2(dba)3). The solvent is O1CCOCC1.O (dioxane water). Yields the product FC=1C=C(CN2N=CC(=C2)C2=CN(C3=NC=C(C=C32)C3=CC(=C(C=C3)C3=CCN(CC3)C(=O)OC(C)(C)C)F)S(=O)(=O)C3=CC=C(C)C=C3)C=C(C1)F (tert-butyl 4-(4-(3-(1-(3,5-difluorobenzyl)-1H-pyrazol-4-yl)-1-tosyl-1H-pyrrolo[2,3-b]pyridin-5-yl)-2-fluorophenyl)-5,6-dihydropyridine-1(2H)-carboxylate). Yield: 38.2%. Reaction SMILES: Br[C:2]1[CH:3]=[C:4]2[C:10]([C:11]3[CH:12]=[N:13][N:14]([CH2:16][C:17]4[CH:22]=[C:21]([F:23])[CH:20]=[C:19]([F:24])[CH:18]=4)[CH:15]=3)=[CH:9][N:8]([S:25]([C:28]3[CH:34]=[CH:33][C:31]([CH3:32])=[CH:30][CH:29]=3)(=[O:27])=[O:26])[C:5]2=[N:6][CH:7]=1.FC1C=C(C=C(F)C=1)CN1C=C(C2C3C(=NC=C(C4C=CC(OC)=C(NS(C)(=O)=O)C=4)C=3)NC=2)C=N1.[F:71][C:72]1[CH:77]=[C:76](B2OC(C)(C)C(C)(C)O2)[CH:75]=[CH:74][C:73]=1[C:87]1[CH2:92][CH2:91][N:90]([C:93]([O:95][C:96]([CH3:99])([CH3:98])[CH3:97])=[O:94])[CH2:89][CH:88]=1.P([O-])([O-])([O-])=O.[K+].[K+].[K+].C1(P(C2CCCCC2)C2CCCCC2)CCCCC1>O1CCOCC1.O.C1C=CC(/C=C/C(/C=C/C2C=CC=CC=2)=O)=CC=1.C1C=CC(/C=C/C(/C=C/C2C=CC=CC=2)=O)=CC=1.C1C=CC(/C=C/C(/C=C/C2C=CC=CC=2)=O)=CC=1.[Pd].[Pd]>[F:24][C:19]1[CH:18]=[C:17]([CH:22]=[C:21]([F:23])[CH:20]=1)[CH2:16][N:14]1[CH:15]=[C:11]([C:10]2[C:4]3[C:5](=[N:6][CH:7]=[C:2]([C:76]4[CH:75]=[CH:74][C:73]([C:87]5[CH2:92][CH2:91][N:90]([C:93]([O:95][C:96]([CH3:98])([CH3:97])[CH3:99])=[O:94])[CH2:89][CH:88]=5)=[C:72]([F:71])[CH:77]=4)[CH:3]=3)[N:8]([S:25]([C:28]3[CH:29]=[CH:30][C:31]([CH3:32])=[CH:33][CH:34]=3)(=[O:26])=[O:27])[CH:9]=2)[CH:12]=[N:13]1 |f:3.4.5.6,8.9,10.11.12.13.14|. Reported procedure: Using similar reaction conditions as described in step-i of example-1, 5-bromo-3-(1-(3,5-difluorobenzyl)-1H-pyrazol-4-yl)-1-tosyl-1H-pyrrolo[2,3-b]pyridine (step 1 product of example 71) (200 mg, 0.368 mmol) was coupled with tert-butyl 4-(2-fluoro-4-(4,4,5,5-tetramethyl-1,3,2-dioxaborolan-2-yl)phenyl)-5,6-dihydropyridine-1(2H)-carboxylate (intermediate 70) (296 mg, 0.736 mmol) using potassium phosphate (234 mg, 1.104 mmol), tricyclohexyl phosphine (15 mg, 0.055 mmol) and Pd2(dba)3 (34 mg, 0.036 ...